Dataset: the Open Reaction Database (ORD), a public repository of structured organic reaction records. Task: describe an organic reaction: reactants, conditions, products, and yield The reactants are CC(C)=CCCC(C)CCOC(=O)Cl, c1ccncc1, c1ccc2[nH]c(-c3cscn3)nc2c1. Yields the product CC(C)=CCCC(C)CCOC(=O)n1c(-c2cscn2)nc2ccccc21. As a reaction SMILES: [Cl:1][C:2](=[O:3])[O:4][CH2:5][CH2:6][CH:7]([CH3:8])[CH2:9][CH2:10][CH:11]=[C:12]([CH3:13])[CH3:14].[cH:29]1[cH:30][cH:31][n:32][cH:33][cH:34]1.[s:15]1[cH:16][n:17][c:18](-[c:20]2[nH:21][c:22]3[c:23]([n:24]2)[cH:25][cH:26][cH:27][cH:28]3)[cH:19]1>>[C:2](=[O:3])([O:4][CH2:5][CH2:6][CH:7]([CH3:8])[CH2:9][CH2:10][CH:11]=[C:12]([CH3:13])[CH3:14])[n:24]1[c:20](-[c:18]2[n:17][cH:16][s:15][cH:19]2)[n:21][c:22]2[c:23]1[cH:25][cH:26][cH:27][cH:28]2. The reactants are Cl (hydrochloric acid), C(C)OC(=O)[C@H]1CN(CCC1)CCCCOC1=CC=CC=C1 ((R)-1-(4-phenoxy-1-butyl)-3-piperidinecarboxylic acid ethyl ester), CC(=O)C (acetone), [OH-].[Na+] (sodium hydroxide). Solvent: O (water), C(C)O (ethanol). Run at time 8 hour. Yields the product Cl.O(C1=CC=CC=C1)CCCCN1C[C@@H](CCC1)C(=O)O ((R)-1-(4-Phenoxy-1-butyl)-3-piperidinecarboxylic acid hydrochloride). As a reaction SMILES: C([O:3][C:4]([C@@H:6]1[CH2:11][CH2:10][CH2:9][N:8]([CH2:12][CH2:13][CH2:14][CH2:15][O:16][C:17]2[CH:22]=[CH:21][CH:20]=[CH:19][CH:18]=2)[CH2:7]1)=[O:5])C.[OH-].[Na+].CC(C)=O.[ClH:29]>C(O)C.O>[ClH:29].[O:16]([CH2:15][CH2:14][CH2:13][CH2:12][N:8]1[CH2:9][CH2:10][CH2:11][C@@H:6]([C:4]([OH:5])=[O:3])[CH2:7]1)[C:17]1[CH:18]=[CH:19][CH:20]=[CH:21][CH:22]=1 |f:1.2,7.8|. Procedure details: The above ester (3.5 g, 11.5 mmol) was dissolved in ethanol (35 ml) and 4N sodium hydroxide (5.7 ml) was added. The mixture was stirred at ambient temperature overnight. The reaction mixture was diluted with water and 4M hydrochloric acid (11.5 ml) was added. The mixture was concentrated in vacuo and dichloromethane (50 ml) and acetone were added to the residue. The mixture was concentrated in vacuo to give a residue which was heated at reflux with acetone (700 ml). The mixture was filtered whil...